This data is from the Open Reaction Database (ORD), a public repository of structured organic reaction records. The task is: describe an organic reaction: reactants, conditions, products, and yield Reactants: C(C)(C)O (isopropanol), [Cl-].[Cl-].[Ca+2] (CaCl2), C[C@H]1[C@H]([C@H](C[C@@H](O1)O[C@H]2C[C@@](CC=3C2=C(C4=C(C3O)C(=O)C5=CC=CC(=C5C4=O)OC)O)(C(=O)CO)O)N)O.Cl (doxorubicin hydrochloride). Run in C(CNC(CO)(CO)CO)CNC(CO)(CO)CO (Bis-Tris propane). The product is C[C@H]1[C@H]([C@H](C[C@@H](O1)O[C@H]2C[C@@](CC=3C2=C(C4=C(C3O)C(=O)C5=CC=CC(=C5C4=O)OC)O)(C(=O)CO)O)N)O (Doxorubicin). Reaction SMILES: [CH3:1][C@@H:2]1[O:7][C@@H:6]([O:8][C@@H:9]2[C:14]3=[C:15]([OH:32])[C:16]4[C:28](=[O:29])[C:27]5[C:22](=[CH:23][CH:24]=[CH:25][C:26]=5[O:30][CH3:31])[C:20](=[O:21])[C:17]=4[C:18]([OH:19])=[C:13]3[CH2:12][C@@:11]([OH:37])([C:33]([CH2:35][OH:36])=[O:34])[CH2:10]2)[CH2:5][C@H:4]([NH2:38])[C@@H:3]1[OH:39].Cl.C(O)(C)C.[Cl-].[Cl-].[Ca+2]>C(CNC(CO)(CO)CO)CNC(CO)(CO)CO>[CH3:1][C@@H:2]1[O:7][C@@H:6]([O:8][C@@H:9]2[C:14]3=[C:15]([OH:32])[C:16]4[C:28](=[O:29])[C:27]5[C:22](=[CH:23][CH:24]=[CH:25][C:26]=5[O:30][CH3:31])[C:20](=[O:21])[C:17]=4[C:18]([OH:19])=[C:13]3[CH2:12][C@@:11]([OH:37])([C:33]([CH2:35][OH:36])=[O:34])[CH2:10]2)[CH2:5][C@H:4]([NH2:38])[C@@H:3]1[OH:39] |f:0.1,3.4.5|. Reported procedure: The core fluid solution were prepared by mixing doxorubicin hydrochloride, or DOXO in about 10 mM Bis-Tris propane aqueous solution containing about 1 wt % of isopropanol and about 2 mM of CaCl2. The final concentration of DOXO in the core fluid solution was about 1,000 μg/mL.